Dataset: the Open Reaction Database (ORD), a public repository of structured organic reaction records. Task: describe an organic reaction: reactants, conditions, products, and yield The reactants are ClC1=NC=NC(=C1)C1=C(C=CC(=C1)N1CCCCC1)[N+](=O)[O-] (4-chloro-6-(2-nitro-5-(piperidin-1-yl)phenyl)pyrimidine), CC=1C=C(CN)C=CC1 (m-methylbenzylamine), C([O-])([O-])=O.[K+].[K+] (potassium carbonate). Solvent: CN(C=O)C (N,N-dimethylformamide). Conditions: temperature 80 celsius, time 8 hour. Yields the product CC=1C=C(CNC2=NC=NC(=C2)C2=C(C=CC(=C2)N2CCCCC2)[N+](=O)[O-])C=CC1 (N-(3-methylbenzyl)-6-(2-nitro-5-(piperidin-1-yl)phenyl)pyrimidin-4-amine). Reaction SMILES: Cl[C:2]1[CH:7]=[C:6]([C:8]2[CH:13]=[C:12]([N:14]3[CH2:19][CH2:18][CH2:17][CH2:16][CH2:15]3)[CH:11]=[CH:10][C:9]=2[N+:20]([O-:22])=[O:21])[N:5]=[CH:4][N:3]=1.[CH3:23][C:24]1[CH:25]=[C:26]([CH:29]=[CH:30][CH:31]=1)[CH2:27][NH2:28].C(=O)([O-])[O-].[K+].[K+]>CN(C)C=O>[CH3:23][C:24]1[CH:25]=[C:26]([CH:29]=[CH:30][CH:31]=1)[CH2:27][NH:28][C:2]1[CH:7]=[C:6]([C:8]2[CH:13]=[C:12]([N:14]3[CH2:19][CH2:18][CH2:17][CH2:16][CH2:15]3)[CH:11]=[CH:10][C:9]=2[N+:20]([O-:22])=[O:21])[N:5]=[CH:4][N:3]=1 |f:2.3.4|. Procedure details: Into a 50-mL round-bottom flask, was placed a solution of 4-chloro-6-(2-nitro-5-(piperidin-1-yl)phenyl)pyrimidine 3.1b (500 mg, 1.57 mmol, 1.00 equiv) in N,N-dimethylformamide (10 mL), m-methylbenzylamine (285 mg, 2.36 mmol, 1.50 equiv), and potassium carbonate (650 mg, 4.71 mmol, 3.00 equiv). The resulting solution was stirred overnight at 80° C. The solids were filtered out. The resulting mixture was concentrated under vacuum. The residue was dissolved in 50 mL of ethyl acetate. The resulting ... The reactants are S1C(=NC2=C1C=CC=C2)N[C@@H]2C[C@H](C2)NC2=NC=NC=C2I (Trans-N1-(benzo[d]thiazol-2-yl)-N3-(5-iodopyrimidin-4-yl)cyclobutane-1,3-diamine), S1C(=NC2=C1C=CC=C2)N[C@@H]2C[C@H](C2)NC2=NC=NC=C2I (Trans-N1-(benzo[d]thiazol-2-yl)-N3-(5-iodopyrimidin-4-yl)cyclobutane-1,3-diamine), C(C)(=O)[O-].[Cs+] (cesium acetate), N (Ammonia). The reagents and catalysts are [Cu] (copper). The solvent is CS(=O)C (dimethylsulfoxide). Conditions: temperature 80 celsius, time 14 hour. Yields the product S1C(=NC2=C1C=CC=C2)N[C@@H]2C[C@H](C2)NC2=NC=NC=C2N (N4-(trans-3-(benzo[d]thiazol-2-ylamino)cyclobutyl)pyrimidine-4,5-diamine). Isolated yield 34.5%. Reaction SMILES: [S:1]1[C:5]2[CH:6]=[CH:7][CH:8]=[CH:9][C:4]=2[N:3]=[C:2]1[NH:10][C@H:11]1[CH2:14][C@H:13]([NH:15][C:16]2[C:21](I)=[CH:20][N:19]=[CH:18][N:17]=2)[CH2:12]1.C([O-])(=O)C.[Cs+].[NH3:28]>CS(C)=O.[Cu]>[S:1]1[C:5]2[CH:6]=[CH:7][CH:8]=[CH:9][C:4]=2[N:3]=[C:2]1[NH:10][C@H:11]1[CH2:14][C@H:13]([NH:15][C:16]2[C:21]([NH2:28])=[CH:20][N:19]=[CH:18][N:17]=2)[CH2:12]1 |f:1.2|. Procedure details: Trans-N1-(benzo[d]thiazol-2-yl)-N3-(5-iodopyrimidin-4-yl)cyclobutane-1,3-diamine (synthesized analogous to intermediate 33 using 5-iodo-4-chloropyrimidine in place of 3-bromo-2-chloropyridine, 0.130 g, 0.307 mmol), copper (0.010 g, 0.157 mmol), and cesium acetate (0.250 g, 1.302 mmol) were suspended in dry dimethylsulfoxide (2 mL) in a microwave vessel. Ammonia (2.0 M solution in methanol, 1.0 ml, 2.000 mmol) was added and the mixture sealed under argon. It was heated at 80° C. in an oil bath fo...